This data is from the Open Reaction Database (ORD), a public repository of structured organic reaction records. The task is: describe an organic reaction: reactants, conditions, products, and yield Reactants: CCCCCO, NS(=O)(=O)c1cc2c(cc1Cl)C(=O)NC2=O, NC1CCN(Cc2ccc(Br)cc2)CC1. The product is NS(=O)(=O)c1cc2c(cc1Cl)C(=O)N(C1CCN(Cc3ccc(Br)cc3)CC1)C2=O. As a reaction SMILES: [CH2:32]([OH:33])[CH2:34][CH2:35][CH2:36][CH3:37].[Cl:1][c:2]1[cH:3][c:4]2[c:5]([cH:11][c:12]1[S:13]([NH2:14])(=[O:15])=[O:16])[C:6](=[O:7])[NH:8][C:9]2=[O:10].[NH2:17][CH:18]1[CH2:19][CH2:20][N:21]([CH2:24][c:25]2[cH:26][cH:27][c:28]([Br:31])[cH:29][cH:30]2)[CH2:22][CH2:23]1>>[Cl:1][c:2]1[cH:3][c:4]2[c:5]([cH:11][c:12]1[S:13]([NH2:14])(=[O:15])=[O:16])[C:6](=[O:7])[N:8]([CH:18]1[CH2:19][CH2:20][N:21]([CH2:24][c:25]3[cH:26][cH:27][c:28]([Br:31])[cH:29][cH:30]3)[CH2:22][CH2:23]1)[C:9]2=[O:10]. As a reaction SMILES: [CH3:33][CH2:34][OH:35].[Cl-:30].[F:1][C:2]([c:3]1[cH:4][c:5]([NH:6][c:7]2[s:8][cH:9][c:10]([CH:12]=[O:13])[n:11]2)[cH:14][cH:15][cH:16]1)([F:17])[F:18].[NH3:32].[NH4+:31].[S:19]1[C:20](=[S:21])[N:22]([CH2:26][C:27](=[O:28])[OH:29])[C:23](=[O:24])[CH2:25]1>>[F:1][C:2]([c:3]1[cH:4][c:5]([NH:6][c:7]2[s:8][cH:9][c:10]([CH:12]=[C:25]3[S:19][C:20](=[S:21])[N:22]([CH2:26][C:27](=[O:28])[OH:29])[C:23]3=[O:24])[n:11]2)[cH:14][cH:15][cH:16]1)([F:17])[F:18]. The product is O=C(O)CN1C(=O)C(=Cc2csc(Nc3cccc(C(F)(F)F)c3)n2)SC1=S. Reactants: CCO, [Cl-], O=Cc1csc(Nc2cccc(C(F)(F)F)c2)n1, N, [NH4+], O=C(O)CN1C(=O)CSC1=S. The reactants are C(C)C1CC2(CC=3C=CC(=NC13)OC)OCCO2 (8'-Ethyl-7',8'-dihydro-2'-methoxyspiro[1,3-dioxolane-2,6'(5'H)quinoline]), COC(=O)C12CC(CC(C(C3=NC(=CC=C31)OC)C)C2=O)=C (7,8,9,10-Tetrahydro-2-methoxy-10-methyl-7-methylene-11-oxo-5,9-methanocycloocta[b]pyridine-5(6H)-carboxylic Acid Methyl Ester). Reported procedure: 10-Ethyl-7,8,9,10-tetrahydro-2-methoxy-7-methylene-11-oxo-5,9-methanocycloocta[b]pyridine-5(6H)-carboxylic Acid Methyl Ester (6c) was prepared from 4c in the same manner as described for the preparation of compound 6b: IR (neat) 2953, 1743, 1724, 1601, 1577, 1479, 823 cm-1 ; 1H NMR (major isomer) δ6.94 (d, 1H, J=8.7 Hz), 6.56 (d, 1H, J=8.7 Hz), 4.73 (s, 1H), 4.41 (s, 1H), 3.87 (s, 3H), 3.77 (s, 3H), 3.01 (m, 1H), 2.90 (m, 2H), 2.75 (m, 1H), 2.55 (m, 2H), 1.85 (m, 1H), 1.60 (m, 1H), 1.22 (t, 3H, ... Reaction SMILES: [CH2:1](C1C2N=C(OC)C=CC=2CC2(OCCO2)C1)C.[CH3:19][O:20][C:21]([C:23]12[C:38](=[O:39])[CH:27]([CH:28]([CH3:37])[C:29]3[C:34]1=[CH:33][CH:32]=[C:31]([O:35][CH3:36])[N:30]=3)[CH2:26][C:25](=[CH2:40])[CH2:24]2)=[O:22]>>[CH3:19][O:20][C:21]([C:23]12[C:38](=[O:39])[CH:27]([CH:28]([CH2:37][CH3:1])[C:29]3[C:34]1=[CH:33][CH:32]=[C:31]([O:35][CH3:36])[N:30]=3)[CH2:26][C:25](=[CH2:40])[CH2:24]2)=[O:22]. Yields the product COC(=O)C12CC(CC(C(C3=NC(=CC=C31)OC)CC)C2=O)=C (10-Ethyl-7,8,9,10-tetrahydro-2-methoxy-7-methylene-11-oxo-5,9-methanocycloocta[b]pyridine-5(6H)-carboxylic Acid Methyl Ester). Reaction SMILES: [CH3:1][N:2]([CH2:4][CH:5]1[CH2:10][N:9]([C:11]2[C:24]([F:25])=[CH:23][C:14]([C:15]([CH2:17][C:18]([O:20][CH2:21][CH3:22])=[O:19])=[O:16])=[C:13]([F:26])[C:12]=2[F:27])[CH2:8][CH2:7][O:6]1)[CH3:3].CO[CH:30](OC)[N:31]([CH3:33])C.[C:36]1(C)C=CC=C[CH:37]=1>>[CH3:1][N:2]([CH2:4][CH:5]1[CH2:10][N:9]([C:11]2[C:24]([F:25])=[CH:23][C:14]([C:15]([C:17](=[CH:33][NH:31][CH:30]3[CH2:37][CH2:36]3)[C:18]([O:20][CH2:21][CH3:22])=[O:19])=[O:16])=[C:13]([F:26])[C:12]=2[F:27])[CH2:8][CH2:7][O:6]1)[CH3:3]. The yield is 89.0%. Product: CN(C)CC1OCCN(C1)C1=C(C(=C(C(=O)C(C(=O)OCC)=CNC2CC2)C=C1F)F)F (ethyl 2-[4-[2-(dimethylaminomethyl)morpholino]-2,3,5-trifluorobenzoyl]-3-cyclopropylaminoacrylate). Procedure details: A solution of 3.88 g of ethyl 4-[2-(dimethylaminomethyl)-morpholino]-2,3,5-trifluorobenzoylacetate and 1.85 g of dimethylformamide dimethylacetal in 20 ml of toluene is refluxed for 6 hours. The reaction mixture is concentrated under reduced pressure and to the obtained residue is added 20 ml of ethanol. After the addition of 0.94 g of cyclopropylamine under ice-cooling, the mixture is stirred at room temperature for 3 hours. The reaction mixture is concentrated under reduced pressure and the ob... Starting materials: CN(C)CC1OCCN(C1)C1=C(C(=C(C(=O)CC(=O)OCC)C=C1F)F)F (ethyl 4-[2-(dimethylaminomethyl)-morpholino]-2,3,5-trifluorobenzoylacetate), COC(N(C)C)OC (dimethylformamide dimethylacetal), C1(=CC=CC=C1)C (toluene). Run at time 3 hour. Reactants: [NH4+].[Cl-] (NH4Cl), tert-Butyl (5-{3-[5-(trifluoromethoxy)-3,4-dihydro-1′H-spiro[chromene-2,4′-piperidin]-1′-yl]-4,5-dihydroisoxazol-5-yl}-2H-tetrazol-2-yl)acetate, C(=O)([O-])[O-].[Na+].[Na+] (Na2CO3), [Cl-].FC(OC1=C2CCC3(CC[NH2+]CC3)OC2=CC=C1)(F)F (5-(trifluoromethoxy)-3,4-dihydrospiro[chromene-2,4′-piperidinium]chloride), [Cl-].FC(OC1=C2CCC3(CC[NH2+]CC3)OC2=CC=C1)(F)F (5-(trifluoromethoxy)-3,4-dihydrospiro[chromene-2,4′-piperidinium]chloride), C(C)(C)(C)OC(CN1N=C(N=N1)C1CC(=NO1)Br)=O (tert-butyl[5-(3-bromo-4,5-dihydroisoxazol-5-yl)-2H-tetrazol-2-yl]acetate), C(C)(C)(C)OC(CN1N=C(N=N1)C1CC(=NO1)Br)=O (tert-butyl[5-(3-bromo-4,5-dihydroisoxazol-5-yl)-2H-tetrazol-2-yl]acetate). Solvent: CC(C)(C)OC (MTBE), CC(C)(C)O (t-BuOH). Conditions: temperature 115 celsius. Yields the product FC(OC1=C2CCC3(CCN(CC3)C3=NOC(=C3)C=3N=NN(N3)CC(=O)O)OC2=CC=C1)(F)F ((5-{3-[5-(Trifluoromethoxy)-3,4-dihydro-1H-spiro[chromene-2,4′-piperidin]-1′-yl]isoxazol-5-yl}-2H-tetrazol-2-yl)acetic acid). As a reaction SMILES: C([O-])([O-])=O.[Na+].[Na+].[Cl-].[F:8][C:9]([F:27])([F:26])[O:10][C:11]1[CH:25]=[CH:24][CH:23]=[C:22]2[C:12]=1[CH2:13][CH2:14][C:15]1([O:21]2)[CH2:20][CH2:19][NH2+:18][CH2:17][CH2:16]1.C([O:32][C:33](=[O:46])[CH2:34][N:35]1[N:39]=[N:38][C:37]([CH:40]2[O:44][N:43]=[C:42](Br)[CH2:41]2)=[N:36]1)(C)(C)C.[NH4+].[Cl-]>CC(O)(C)C.CC(OC)(C)C>[F:27][C:9]([F:8])([F:26])[O:10][C:11]1[CH:25]=[CH:24][CH:23]=[C:22]2[C:12]=1[CH2:13][CH2:14][C:15]1([O:21]2)[CH2:16][CH2:17][N:18]([C:42]2[CH:41]=[C:40]([C:37]3[N:38]=[N:39][N:35]([CH2:34][C:33]([OH:46])=[O:32])[N:36]=3)[O:44][N:43]=2)[CH2:19][CH2:20]1 |f:0.1.2,3.4,6.7|. Reported procedure: tert-Butyl (5-{3-[5-(trifluoromethoxy)-3,4-dihydro-1′H-spiro[chromene-2,4′-piperidin]-1′-yl]-4,5-dihydroisoxazol-5-yl}-2H-tetrazol-2-yl)acetate A suspension of dried Na2CO3 (694 mg, 6.55 mmol) in anhydrous t-BuOH was added 5-(trifluoromethoxy)-3,4-dihydrospiro[chromene-2,4′-piperidinium]chloride (848 mg, 2.62 mmol) (Intermediate 8) and tert-butyl[5-(3-bromo-4,5-dihydroisoxazol-5-yl)-2H-tetrazol-2-yl]acetate (725 mg, 2.183 mmol) (Intermediate 7). The mixture was directly heated to 115° C. for 24 ... Starting materials: C(C)(C)(C)C=1C=C(C(=C(C1)S(=O)(=O)NC(C)(C)C)OC)[N+](=O)[O-] (5-t-butyl-2-methoxy-3-nitrophenyl N-t-butyl-sulfonamide), C(=O)[O-].[NH4+] (Ammonium formate). Reagents/catalysts: [Pd] (Palladium on charcoal). Solvent: CO (methanol). Product: C(C)(C)(C)C=1C=C(C(=C(C1)S(=O)(=O)NC(C)(C)C)OC)N (5-t-butyl-2-methoxy-3-aminophenyl N-t-butyl sulfonamide). Yield: 94.5%. Reaction SMILES: C([O-])=O.[NH4+].[C:5]([C:9]1[CH:10]=[C:11]([N+:25]([O-])=O)[C:12]([O:23][CH3:24])=[C:13]([S:15]([NH:18][C:19]([CH3:22])([CH3:21])[CH3:20])(=[O:17])=[O:16])[CH:14]=1)([CH3:8])([CH3:7])[CH3:6]>[Pd].CO>[C:5]([C:9]1[CH:10]=[C:11]([NH2:25])[C:12]([O:23][CH3:24])=[C:13]([S:15]([NH:18][C:19]([CH3:22])([CH3:21])[CH3:20])(=[O:16])=[O:17])[CH:14]=1)([CH3:8])([CH3:6])[CH3:7] |f:0.1|. Procedure: Ammonium formate (8.0 g) was added to a stirred and cooled mixture of 5-t-butyl-2-methoxy-3-nitrophenyl N-t-butyl-sulfonamide (8.0 g) and 10% Palladium on charcoal (1.1 g) in dry methanol (80 ml) under nitrogen. The mixture was stirred at ambient temperature for 1 hour and then filtered through diatomaceous earth. The filtrate was concentrated and taken up into a mixture of ethyl acetate and water. The organic layer was separated and dried over sodium sulphate. After removal of solvent and recry... Reactants: B, C1CCOC1, CSC, CO, COC(=O)Cc1ccc(NC=O)cc1. As a reaction SMILES: [BH3:18].[CH2:21]1[O:22][CH2:23][CH2:24][CH2:25]1.[CH3:15][S:16][CH3:17].[CH3:19][OH:20].[CH:1](=[O:2])[NH:3][c:4]1[cH:5][cH:6][c:7]([CH2:10][C:11](=[O:12])[O:13][CH3:14])[cH:8][cH:9]1>>[CH3:1][NH:3][c:4]1[cH:5][cH:6][c:7]([CH2:10][C:11](=[O:12])[O:13][CH3:14])[cH:8][cH:9]1. The product is CNc1ccc(CC(=O)OC)cc1.